This data is from the Open Reaction Database (ORD), a public repository of structured organic reaction records. The task is: describe an organic reaction: reactants, conditions, products, and yield Starting materials: CC#N, ClCc1ccc(Cl)cc1, CCOC(=O)C1CCCNC1. The product is CCOC(=O)C1CCCN(Cc2ccc(Cl)cc2)C1. RXN SMILES: [CH3:21][C:22]#[N:23].[Cl:1][c:2]1[cH:3][cH:4][c:5]([CH2:6][Cl:7])[cH:8][cH:9]1.[NH:10]1[CH2:11][CH:12]([C:13](=[O:14])[O:15][CH2:16][CH3:17])[CH2:18][CH2:19][CH2:20]1>>[Cl:1][c:2]1[cH:3][cH:4][c:5]([CH2:6][N:10]2[CH2:11][CH:12]([C:13](=[O:14])[O:15][CH2:16][CH3:17])[CH2:18][CH2:19][CH2:20]2)[cH:8][cH:9]1.